The task is: describe an organic reaction: reactants, conditions, products, and yield. This data is from the Open Reaction Database (ORD), a public repository of structured organic reaction records. Solvent: CO (methanol). As a reaction SMILES: [CH:1]([NH:4][CH2:5][CH2:6][O:7][C:8]1[CH:13]=[CH:12][C:11]([N+:14]([O-])=O)=[CH:10][C:9]=1[O:17][CH3:18])([CH3:3])[CH3:2]>CO.[C].[Pd]>[CH:1]([NH:4][CH2:5][CH2:6][O:7][C:8]1[CH:13]=[CH:12][C:11]([NH2:14])=[CH:10][C:9]=1[O:17][CH3:18])([CH3:3])[CH3:2] |f:2.3|. Procedure: N-isopropyl-2-(2-methoxy-4-nitrophenoxy)ethylamine (9.29 g) solution in methanol (100 ml) was added with 10% palladium carbon catalyst and subjected to hydrogenation reaction at ambient pressure. After completion of hydrogenation reaction, catalyst was removed by filtration. Filtrate was concentrated under vacuum to obtain 4-[2-(isopropylamino)ethoxy]-3-methoxyaniline (8.15 g) as yellowish oily substance. The reactants are C(C)(C)NCCOC1=C(C=C(C=C1)[N+](=O)[O-])OC (N-isopropyl-2-(2-methoxy-4-nitrophenoxy)ethylamine). The yield is 99.5%. The product is C(C)(C)NCCOC1=C(C=C(N)C=C1)OC (4-[2-(isopropylamino)ethoxy]-3-methoxyaniline). The reagents and catalysts are [C].[Pd] (palladium carbon). As a reaction SMILES: [CH2:38]1[O:39][CH2:40][CH2:41][CH2:42]1.[CH3:1][O:2][C:3](=[O:4])[c:5]1[cH:6][c:7]2[n:8][cH:9][n:10][c:11]([NH:14][CH2:15][CH2:16][c:17]3[cH:18][cH:19][c:20]([NH:23][C:24]([c:25]4[cH:26][c:27]([C:31]([F:32])([F:33])[F:34])[cH:28][cH:29][cH:30]4)=[O:35])[cH:21][cH:22]3)[c:12]2[s:13]1.[Li+:37].[OH-:36]>>[O:2]=[C:3]([OH:4])[c:5]1[cH:6][c:7]2[n:8][cH:9][n:10][c:11]([NH:14][CH2:15][CH2:16][c:17]3[cH:18][cH:19][c:20]([NH:23][C:24]([c:25]4[cH:26][c:27]([C:31]([F:32])([F:33])[F:34])[cH:28][cH:29][cH:30]4)=[O:35])[cH:21][cH:22]3)[c:12]2[s:13]1. Yields the product O=C(Nc1ccc(CCNc2ncnc3cc(C(=O)O)sc23)cc1)c1cccc(C(F)(F)F)c1. The reactants are C1CCOC1, COC(=O)c1cc2ncnc(NCCc3ccc(NC(=O)c4cccc(C(F)(F)F)c4)cc3)c2s1, [Li+], [OH-].